Task: describe an organic reaction: reactants, conditions, products, and yield. Dataset: the Open Reaction Database (ORD), a public repository of structured organic reaction records Starting materials: C([O-])([O-])=O.[K+].[K+] (Potassium carbonate), C(N)(=O)C1=C(C2=C(N=CN=C2NC2=C(O[C@H]3C[C@H](N(C3)S(=O)(=O)C)COC(C)=O)C=C(C=C2)F)S1)C (acetic acid (2S,4S)-4-[2-(6-carbamoyl-5-methyl-thieno[2,3-d]pyrimidin-4-ylamino)-5-fluoro-phenoxy]-1-methanesulfonyl-pyrrolidin-2-ylmethyl ester), OS(=O)(=O)[O-].[K+] (KHSO4). The solvent is CO (MeOH), C1CCOC1 (THF). Reaction conditions: time 90 hour. The product is FC1=CC(=C(C=C1)NC=1C2=C(N=CN1)SC(=C2C)C(=O)N)O[C@@H]2CN([C@@H](C2)CO)S(=O)(=O)C (4-[4-Fluoro-2-((3S,5S)-5-hydroxymethyl-1-methanesulfonyl-pyrrolidin-3-yloxy)-phenylamino]-5-methyl-thieno[2,3-d]pyrimidine-6-carboxylic acid amide). Reaction SMILES: C(=O)([O-])[O-].[K+].[K+].[C:7]([C:10]1[S:41][C:13]2[N:14]=[CH:15][N:16]=[C:17]([NH:18][C:19]3[CH:39]=[CH:38][C:37]([F:40])=[CH:36][C:20]=3[O:21][C@@H:22]3[CH2:26][N:25]([S:27]([CH3:30])(=[O:29])=[O:28])[C@H:24]([CH2:31][O:32]C(=O)C)[CH2:23]3)[C:12]=2[C:11]=1[CH3:42])(=[O:9])[NH2:8].OS([O-])(=O)=O.[K+]>CO.C1COCC1>[F:40][C:37]1[CH:38]=[CH:39][C:19]([NH:18][C:17]2[C:12]3[C:11]([CH3:42])=[C:10]([C:7]([NH2:8])=[O:9])[S:41][C:13]=3[N:14]=[CH:15][N:16]=2)=[C:20]([O:21][C@H:22]2[CH2:23][C@@H:24]([CH2:31][OH:32])[N:25]([S:27]([CH3:30])(=[O:29])=[O:28])[CH2:26]2)[CH:36]=1 |f:0.1.2,4.5|. Procedure details: Potassium carbonate (278 mg) was added to a solution of acetic acid (2S,4S)-4-[2-(6-carbamoyl-5-methyl-thieno[2,3-d]pyrimidin-4-ylamino)-5-fluoro-phenoxy]-1-methanesulfonyl-pyrrolidin-2-ylmethyl ester (360 mg) in MeOH (5 ml) and THF (2 ml). The reaction was stirred at room temperature for 90 h. 10% aq. KHSO4 was added and the resultant suspension was filtered. The filter cake was washed with dichloromethan and diethylether. Starting materials: BrC(Br)(Br)Br, O=C1CC(CO)CN1c1ccc(F)cc1, c1ccc(P(c2ccccc2)c2ccccc2)cc1, c1ccncc1. Yields the product O=C1CC(CBr)CN1c1ccc(F)cc1. As a reaction SMILES: [C:35]([Br:36])([Br:37])([Br:38])[Br:39].[F:1][c:2]1[cH:3][cH:4][c:5]([N:8]2[C:9](=[O:15])[CH2:10][CH:11]([CH2:13][OH:14])[CH2:12]2)[cH:6][cH:7]1.[c:16]1([P:17]([c:18]2[cH:19][cH:20][cH:21][cH:22][cH:23]2)[c:24]2[cH:25][cH:26][cH:27][cH:28][cH:29]2)[cH:30][cH:31][cH:32][cH:33][cH:34]1.[cH:40]1[cH:41][cH:42][n:43][cH:44][cH:45]1>>[F:1][c:2]1[cH:3][cH:4][c:5]([N:8]2[C:9](=[O:15])[CH2:10][CH:11]([CH2:13][Br:36])[CH2:12]2)[cH:6][cH:7]1.